Dataset: the Open Reaction Database (ORD), a public repository of structured organic reaction records. Task: describe an organic reaction: reactants, conditions, products, and yield Starting materials: C(CC)=O (propionaldehyde), C(C=O)(=O)OC (methyl glyoxylate), N(C)CC(=O)O (sarcosine). Run in CO (methanol). Reaction conditions: temperature 80 celsius, time 1 hour. Yields the product C(=O)/C(/C(=O)OC)=C\C (methyl formylcrotonate). The yield is 16.4%. RXN SMILES: [CH:1](=[O:4])CC.[C:5]([O:9][CH3:10])(=[O:8])[CH:6]=O.N([CH2:13][C:14](O)=O)C>CO>[CH:1](/[C:6](=[CH:13]\[CH3:14])/[C:5]([O:9][CH3:10])=[O:8])=[O:4]. Procedure details: 174 g (3 mol) of propionaldehyde were added within 1 h to a mixture of 264 g (3 mol) of methyl glyoxylate, 96 g of methanol and 2.7 g (0.03 mol) of sarcosine at 80° C. After the addition was complete the reaction mixture was stirred at 80° C. for 1 h and then distilled under a pressure of 1 mbar in a thin-film evaporator. 417 g of distillate which contained 50.8% methyl 2-hydroxy-3-formylbutanoate and 16.4% methyl formylcrotonate were obtained. Reactants: O (water), C(C1=CC=CC=C1)OC1=C(OCC(=O)OCC)C=CC(=C1)[N+](=O)[O-] (Ethyl (2-benzyloxy-4-nitrophenoxy)acetate), CO (methanol), [BH4-].[Na+] (sodium borohydride). Run in C1CCOC1 (THF). Run at time 30 minute. Product: C(C1=CC=CC=C1)OC1=C(OCCO)C=CC(=C1)[N+](=O)[O-] (2-(2-benzyloxy-4-nitrophenoxy)ethanol). RXN SMILES: [CH2:1]([O:8][C:9]1[CH:21]=[C:20]([N+:22]([O-:24])=[O:23])[CH:19]=[CH:18][C:10]=1[O:11][CH2:12][C:13](OCC)=[O:14])[C:2]1[CH:7]=[CH:6][CH:5]=[CH:4][CH:3]=1.[BH4-].[Na+].CO.O>C1COCC1>[CH2:1]([O:8][C:9]1[CH:21]=[C:20]([N+:22]([O-:24])=[O:23])[CH:19]=[CH:18][C:10]=1[O:11][CH2:12][CH2:13][OH:14])[C:2]1[CH:3]=[CH:4][CH:5]=[CH:6][CH:7]=1 |f:1.2|. Procedure details: Ethyl (2-benzyloxy-4-nitrophenoxy)acetate (800 mg, 4.83 mmol) was dissolved in THF (50 ml); thereafter, sodium borohydride (457 mg, 12.1 mmol) was added and the mixture was heated to the reflux temperature. At the same temperature, methanol (5 ml) was slowly added dropwise over 30 min, followed by stirring at the reflux temperature for 30 min. The reaction solution was cooled to room temperature and water (10 ml) was added, followed by extraction with ethyl acetate (200 ml). The extracted organi... The yield is 100.0%. Yields the product FC1=C(C=CC(=C1)[N+](=O)[O-])N1C[C@@H](N([C@@H](C1)C)C)C (cis-4-(2-Fluoro-4-nitrophenyl)-1,2,6-trimethylpiperazine). Reactants: FC1=C(C=CC(=C1)[N+](=O)[O-])N1[C@H](CN([C@@H](C1)C)C)C (racemic-1-(2-fluoro-4-nitrophenyl)-trans-2,4,5-trimethylpiperazine), FC1=C(C=CC(=C1)[N+](=O)[O-])N1C[C@H](N[C@H](C1)C)C (1-(2-fluoro-4-nitrophenyl)-cis-3,5-dimethylpiperazine), C13HBFN3O2. Procedure: Crude cis-4-(2-Fluoro-4-nitrophenyl)-1,2,6-trimethylpiperazine (6.1 g, 100% recovery) is prepared according to the method described above for the synthesis of racemic-1-(2-fluoro-4-nitrophenyl)-trans-2,4,5-trimethylpiperazine from 1-(2-fluoro-4-nitrophenyl)-cis-3,5-dimethylpiperazine (5.71 g, 24.2 mmol). LCMS-ESI (m/z): calcd for C13HBFN3O2, 267; [M+H]+ found, 268. RXN SMILES: [F:1][C:2]1[CH:7]=[C:6]([N+:8]([O-:10])=[O:9])[CH:5]=[CH:4][C:3]=1[N:11]1[CH2:16][C@@H:15]([CH3:17])[N:14]([CH3:18])[CH2:13][C@@H:12]1C.F[C:21]1C=C([N+]([O-])=O)C=CC=1N1C[C@H](C)N[C@H](C)C1>>[F:1][C:2]1[CH:7]=[C:6]([N+:8]([O-:10])=[O:9])[CH:5]=[CH:4][C:3]=1[N:11]1[CH2:12][C@@H:13]([CH3:21])[N:14]([CH3:18])[C@@H:15]([CH3:17])[CH2:16]1. Starting materials: NC(CCC)CCCCCCCCC(CCC)N (4,13-Diaminohexadecane), C(CC)C1N=NC(CC=CCCC=CC1)CCC (3,12-dipropyl-1,2-diaza-1,5,9-cyclododecatriene), CCC(CCCC)C1NNC(CCCCCCCC1)C(CC)CCCC (3,12-di-(3-heptyl)-1,2-diazacyclododecane). The product is NC(C(CCCC)CC)CCCCCCCCC(C(CCCC)CC)N (6,15-Diamino-5,16-diethyleicosane). As a reaction SMILES: NC(CCCCCCCCC(N)CCC)CCC.C(C1CC=CCCC=CCC(CCC)N=N1)CC.[CH3:37][CH2:38][CH:39]([CH:44]1[CH2:55][CH2:54][CH2:53][CH2:52][CH2:51][CH2:50][CH2:49][CH2:48][CH:47]([CH:56]([CH2:59][CH2:60][CH2:61][CH3:62])[CH2:57][CH3:58])[NH:46][NH:45]1)[CH2:40][CH2:41][CH2:42][CH3:43]>>[NH2:45][CH:44]([CH2:55][CH2:54][CH2:53][CH2:52][CH2:51][CH2:50][CH2:49][CH2:48][CH:47]([NH2:46])[CH:56]([CH2:57][CH3:58])[CH2:59][CH2:60][CH2:61][CH3:62])[CH:39]([CH2:38][CH3:37])[CH2:40][CH2:41][CH2:42][CH3:43]. Reported procedure: If there are used in the manner described under (a), instead of 942 g (3.79 mols) of 3,12-dipropyl-1,2-diaza-1,5,9-cyclododecatriene, 74.8 g (0.2 mol) of 3,12-di-(3-heptyl)-1,2-diazacyclododecane (diastereoisomeric mixture) and correspondingly reduced amounts of catalyst and solvent, using otherwise the same procedure, there is obtained, after chromatographic purification and distillation, 29.9 g (40% of theory) of 6,15-diamino-5,16-diethyleicosane as colourless oil [b.p. 170° C./0.01 Torr; nD20... Reactants: CN(C)C=O (DMF), S(=O)(=O)(Cl)Cl (sulfurylchloride), CC=1OC(=CC1)C (2,5-dimethyl-furan). Product: CC=1OC(=CC1S(=O)(=O)Cl)C (2,5-dimethyl-furan-3-sulfonylchloride), yellow liquid. The yield is 22.0%. Reaction SMILES: CN(C=O)C.[S:6]([Cl:10])(Cl)(=[O:8])=[O:7].[CH3:11][C:12]1[O:13][C:14]([CH3:17])=[CH:15][CH:16]=1>>[CH3:11][C:12]1[O:13][C:14]([CH3:17])=[CH:15][C:16]=1[S:6]([Cl:10])(=[O:8])=[O:7]. Procedure: 2,5-dimethyl-furan-3-sulfonylchloride was prepared by the method of Example 40B with DMF (28 mmoles, 2.2 ml), sulfurylchloride (24 mmoles, 1.9 ml) and 2,5-dimethyl-furan (14 mmoles, 1.5 ml). Flash chromatography (5% ethyl acetate/hexanes) provided 0.61 g (22%) of a yellow liquid. Starting materials: COC1=CC=C(C=C1)C(=O)NC=1C=C(C=CC1)C[C@@H](C)NCCC ((R)-N-{2-[3-(4-Methoxyphenylcarbonylamino)phenyl]-1-methylethyl}-propylamine), ClC(C)Cl (dichloroethane), N1(CCOCC1)C(=O)N1CCC(CC1)C=O (1-(morpholine-4-carbonyl)piperidine-4-carboxaldehyde), C(C)(=O)O[BH-](OC(C)=O)OC(C)=O.[Na+] (Sodium triacetoxyborohydride). The solvent is C(C)OCC (diethyl ether), [OH-].[Na+] (sodium hydroxide). Run at time 72 hour. Yields the product COC1=CC=C(C=C1)C(=O)NC=1C=C(C=CC1)C[C@@H](C)N(CCC)CC1CCN(CC1)C(=O)N1CCOCC1 ((R)-N-{2-[3-(4-methoxyphenylcarbonylamino)phenyl]-1-methylethyl}-N-propyl-[1-(morpholine-4-carbonyl)piperidine-4-ylmethyl]amine). The yield is 79.8%. RXN SMILES: [CH3:1][O:2][C:3]1[CH:8]=[CH:7][C:6]([C:9]([NH:11][C:12]2[CH:13]=[C:14]([CH2:18][C@H:19]([NH:21][CH2:22][CH2:23][CH3:24])[CH3:20])[CH:15]=[CH:16][CH:17]=2)=[O:10])=[CH:5][CH:4]=1.ClC(Cl)C.[N:29]1([C:35]([N:37]2[CH2:42][CH2:41][CH:40]([CH:43]=O)[CH2:39][CH2:38]2)=[O:36])[CH2:34][CH2:33][O:32][CH2:31][CH2:30]1.C(O[BH-](OC(=O)C)OC(=O)C)(=O)C.[Na+]>C(OCC)C.[OH-].[Na+]>[CH3:1][O:2][C:3]1[CH:4]=[CH:5][C:6]([C:9]([NH:11][C:12]2[CH:13]=[C:14]([CH2:18][C@H:19]([N:21]([CH2:43][CH:40]3[CH2:41][CH2:42][N:37]([C:35]([N:29]4[CH2:34][CH2:33][O:32][CH2:31][CH2:30]4)=[O:36])[CH2:38][CH2:39]3)[CH2:22][CH2:23][CH3:24])[CH3:20])[CH:15]=[CH:16][CH:17]=2)=[O:10])=[CH:7][CH:8]=1 |f:3.4,6.7|. Procedure details: (R)-N-{2-[3-(4-Methoxyphenylcarbonylamino)phenyl]-1-methylethyl}-propylamine (0.32 g), dichloroethane (20 ml) and 1-(morpholine-4-carbonyl)piperidine-4-carboxaldehyde (0.32 g) and were stirred under nitrogen for 30 minutes. Sodium triacetoxyborohydride (0.5 g) was added, and the mixture stirred at room temperature for about 72 hours. The mixture was diluted with diethyl ether (50 ml) and 10% sodium hydroxide solution (20 ml). The organic layer was dried with sodium sulfate, filtered, and the sol... The reactants are [Br-], N#Cc1c[nH]cn1, C1CCOC1, CC[Mg+], [Na+], [OH-], O, O=S(=O)(O)O. Product: CCC(=O)c1c[nH]cn1. Reaction SMILES: [Br-:8].[C:1](#[N:2])[c:3]1[n:4][cH:5][nH:6][cH:7]1.[CH2:19]1[O:20][CH2:21][CH2:22][CH2:23]1.[CH2:9]([CH3:10])[Mg+:11].[Na+:18].[OH-:17].[OH2:24].[S:12]([OH:13])(=[O:14])(=[O:15])[OH:16]>>[C:1]([c:3]1[n:4][cH:5][nH:6][cH:7]1)([CH2:9][CH3:10])=[O:13].